This data is from the Open Reaction Database (ORD), a public repository of structured organic reaction records. The task is: describe an organic reaction: reactants, conditions, products, and yield The reactants are COC=1C=C2C=CC(=CC2=CC1)C=O (6-Methoxy-2-naphthaldehyde), [OH-].[Na+] (NaOH), CC(=O)C (acetone), O (Water). Run at time 1 hour. Product: COC=1C=C2C=CC(=CC2=CC1)C=CC(C)=O (4-(6-methoxy-2-naphthyl)-3-buten-2-one). Yield: 98.2%. Reaction SMILES: [CH3:1][O:2][C:3]1[CH:4]=[C:5]2[C:10](=[CH:11][CH:12]=1)[CH:9]=[C:8]([CH:13]=O)[CH:7]=[CH:6]2.[OH-].[Na+].O.[CH3:18][C:19]([CH3:21])=[O:20]>>[CH3:1][O:2][C:3]1[CH:4]=[C:5]2[C:10](=[CH:11][CH:12]=1)[CH:9]=[C:8]([CH:13]=[CH:18][C:19](=[O:20])[CH3:21])[CH:7]=[CH:6]2 |f:1.2|. Procedure: 6-Methoxy-2-naphthaldehyde (1 g, 5.4 mmol) in acetone (5.0 g), with aqueous NaOH (0.25 g of 2.8% NaOH; 3.3 mol %) was stirred for 1 hour at 20° C. followed by 1 hour at reflux. Water (10 g) was added to precipitate the product which was filtered and dried to give 1.2 g (98% of theory) of 4-(6-methoxy-2-naphthyl)-3-buten-2-one. GC showed 99% conversion and 4% of a heavy co-product (95% of butenone).